Dataset: the Open Reaction Database (ORD), a public repository of structured organic reaction records. Task: describe an organic reaction: reactants, conditions, products, and yield The reactants are O=C([O-])[O-], CC(C)c1cc(N)n(-c2ccccc2)n1, O=C(Cl)Oc1ccccc1, ClCCl, [K+], [K+]. Product: CC(C)c1cc(NC(=O)Oc2ccccc2)n(-c2ccccc2)n1. As a reaction SMILES: [C:16](=[O:17])([O-:18])[O-:19].[CH:1]([CH3:2])([CH3:3])[c:4]1[n:5][n:6](-[c:10]2[cH:11][cH:12][cH:13][cH:14][cH:15]2)[c:7]([NH2:9])[cH:8]1.[Cl:22][C:23](=[O:24])[O:25][c:26]1[cH:27][cH:28][cH:29][cH:30][cH:31]1.[Cl:32][CH2:33][Cl:34].[K+:20].[K+:21]>>[CH:1]([CH3:2])([CH3:3])[c:4]1[n:5][n:6](-[c:10]2[cH:11][cH:12][cH:13][cH:14][cH:15]2)[c:7]([NH:9][C:23](=[O:24])[O:25][c:26]2[cH:27][cH:28][cH:29][cH:30][cH:31]2)[cH:8]1.